This data is from the Open Reaction Database (ORD), a public repository of structured organic reaction records. The task is: describe an organic reaction: reactants, conditions, products, and yield Starting materials: [Al+3], C1CCOC1, O=C(COc1ccc(Cl)cc1)N1CCN(Cc2ccc(F)cc2)CC1, [H-], [H-], [H-], [H-], [Li+], [Na+], [OH-], O. Yields the product Fc1ccc(CN2CCN(CCOc3ccc(Cl)cc3)CC2)cc1. Reaction SMILES: [Al+3:2].[CH2:7]1[O:8][CH2:9][CH2:10][CH2:11]1.[Cl:12][c:13]1[cH:14][cH:15][c:16]([O:17][CH2:18][C:19](=[O:20])[N:21]2[CH2:22][CH2:23][N:24]([CH2:27][c:28]3[cH:29][cH:30][c:31]([F:34])[cH:32][cH:33]3)[CH2:25][CH2:26]2)[cH:35][cH:36]1.[H-:1].[H-:4].[H-:5].[H-:6].[Li+:3].[Na+:38].[OH-:37].[OH2:39]>>[Cl:12][c:13]1[cH:14][cH:15][c:16]([O:17][CH2:18][CH2:19][N:21]2[CH2:22][CH2:23][N:24]([CH2:27][c:28]3[cH:29][cH:30][c:31]([F:34])[cH:32][cH:33]3)[CH2:25][CH2:26]2)[cH:35][cH:36]1.